describe an organic reaction: reactants, conditions, products, and yield From a dataset of the Open Reaction Database (ORD), a public repository of structured organic reaction records. Starting materials: SC1CCCCC1, N#Cc1ccc(C(F)(F)F)nc1Cl, [H-], [Na+], CN(C)C=O. The product is N#Cc1ccc(C(F)(F)F)nc1SC1CCCCC1. RXN SMILES: [CH:3]1([SH:9])[CH2:4][CH2:5][CH2:6][CH2:7][CH2:8]1.[Cl:10][c:11]1[c:12]([C:13]#[N:14])[cH:15][cH:16][c:17]([C:19]([F:20])([F:21])[F:22])[n:18]1.[H-:2].[Na+:1].[O:23]=[CH:24][N:25]([CH3:26])[CH3:27]>>[CH:3]1([S:9][c:11]2[c:12]([C:13]#[N:14])[cH:15][cH:16][c:17]([C:19]([F:20])([F:21])[F:22])[n:18]2)[CH2:4][CH2:5][CH2:6][CH2:7][CH2:8]1.